From a dataset of the Open Reaction Database (ORD), a public repository of structured organic reaction records. describe an organic reaction: reactants, conditions, products, and yield Reactants: NC1=CC=C(C#N)C=C1 (4-aminobenzonitrile), BrCCCCCCCCCCCCCCCC(=O)OC (methyl 16-bromohexadecanoate), CN(P(=O)(N(C)C)N(C)C)C (hexamethylphosphoramide). Run in O (water). Product: C(=O)(OC)CCCCCCCCCCCCCCCNC1=CC=C(C#N)C=C1 (4-(15-carbomethoxypentadecylamino)benzonitrile). As a reaction SMILES: [NH2:1][C:2]1[CH:9]=[CH:8][C:5]([C:6]#[N:7])=[CH:4][CH:3]=1.Br[CH2:11][CH2:12][CH2:13][CH2:14][CH2:15][CH2:16][CH2:17][CH2:18][CH2:19][CH2:20][CH2:21][CH2:22][CH2:23][CH2:24][CH2:25][C:26]([O:28][CH3:29])=[O:27].CN(C)P(N(C)C)(N(C)C)=O>O>[C:26]([CH2:25][CH2:24][CH2:23][CH2:22][CH2:21][CH2:20][CH2:19][CH2:18][CH2:17][CH2:16][CH2:15][CH2:14][CH2:13][CH2:12][CH2:11][NH:1][C:2]1[CH:9]=[CH:8][C:5]([C:6]#[N:7])=[CH:4][CH:3]=1)([O:28][CH3:29])=[O:27]. Reported procedure: A solution of 12 g. of 4-aminobenzonitrile and 15 g. of methyl 16-bromohexadecanoate in 200 ml. of hexamethylphosphoramide is heated at 120° for 22 hours, allowed to cool, and diluted with water. The mixture is chilled and the precipitate which forms is collected, dried, and recystallized from etherhexane to yield 4-(15-carbomethoxypentadecylamino)benzonitrile as a white solid. Starting materials: C(C)(C)N1CCC(CC1)OC1=CC=C(C=C1)C1(CCOCC1)C(N)=S (4-{4-[(1-isopropylpiperidin-4-yl)oxy]phenyl}tetrahydro-2H-pyran-4-carbothioamide), C(C)OC(CBr)OCC (bromoacetaldehyde diethylacetal). Yields the product C(C)(C)N1CCC(CC1)OC1=CC=C(C=C1)C1(CCOCC1)C=1SC=CN1 (1-isopropyl-4-{4-[4-(1,3-thiazol-2-yl)tetrahydro-2H-pyran-4-yl]phenoxy}piperidine). Yield: 74.0%. RXN SMILES: [CH:1]([N:4]1[CH2:9][CH2:8][CH:7]([O:10][C:11]2[CH:16]=[CH:15][C:14]([C:17]3([C:23](=[S:25])[NH2:24])[CH2:22][CH2:21][O:20][CH2:19][CH2:18]3)=[CH:13][CH:12]=2)[CH2:6][CH2:5]1)([CH3:3])[CH3:2].[CH2:26](OC(OCC)CBr)[CH3:27]>>[CH:1]([N:4]1[CH2:9][CH2:8][CH:7]([O:10][C:11]2[CH:16]=[CH:15][C:14]([C:17]3([C:23]4[S:25][CH:26]=[CH:27][N:24]=4)[CH2:22][CH2:21][O:20][CH2:19][CH2:18]3)=[CH:13][CH:12]=2)[CH2:6][CH2:5]1)([CH3:3])[CH3:2]. Reported procedure: The title compound (320 mg, 74%) was prepared from 4-{4-[(1-isopropylpiperidin-4-yl)oxy]phenyl}tetrahydro-2H-pyran-4-carbothioamide and bromoacetaldehyde diethylacetal similarly to the procedure used for example 137. 1H NMR (400 MHz, CD3OD) δ 1.10 (d, 6H), 1.75-1.80 (m, 2H), 1.98-2.02 (m, 2H), 2.37-2.44 (m, 2H), 2.47-2.51 (m, 2H), 2.61-2.65 (m, 2H), 2.75-2.84 (m, 3H), 3.66-3.70 (m, 2H), 3.78-3.83 (m, 2H), 4.37 (m, 1H), 6.89 (d, 2H), 7.28 (d, 2H), 7.46 (d, 1H), 7.70 (d, 1H). RMS ESI+ m/z 387.2090... The reactants are CC(=O)Cl, ClCCl, O=C(O)c1ccc(Oc2ccc(O)cc2)cc1. Product: CC(=O)Oc1ccc(Oc2ccc(C(=O)O)cc2)cc1. RXN SMILES: [C:1]([CH3:2])(=[O:3])[Cl:4].[Cl:22][CH2:23][Cl:24].[OH:5][c:6]1[cH:7][cH:8][c:9]([O:10][c:11]2[cH:12][cH:13][c:14]([C:15](=[O:16])[OH:17])[cH:18][cH:19]2)[cH:20][cH:21]1>>[C:1]([CH3:2])(=[O:3])[O:5][c:6]1[cH:7][cH:8][c:9]([O:10][c:11]2[cH:12][cH:13][c:14]([C:15](=[O:16])[OH:17])[cH:18][cH:19]2)[cH:20][cH:21]1. Starting materials: ice water, NC=1C=CC(=NC1)OC (5-amino-2-methoxypyridine), N1=CC=CC=C1 (pyridine), ClC(=O)OCC(Cl)(Cl)Cl (2,2,2-trichloroethyl chloroformate). Solvent: O1CCCC1 (tetrahydrofuran). Reaction conditions: time 30 minute. The product is COC1=CC=C(C=N1)NC(OCC(Cl)(Cl)Cl)=O (2,2,2-Trichloroethyl (6-methoxypyridin-3-yl)carbamate). Isolated yield 95.3%. Reaction SMILES: [NH2:1][C:2]1[CH:3]=[CH:4][C:5]([O:8][CH3:9])=[N:6][CH:7]=1.N1C=CC=CC=1.Cl[C:17]([O:19][CH2:20][C:21]([Cl:24])([Cl:23])[Cl:22])=[O:18]>O1CCCC1>[CH3:9][O:8][C:5]1[N:6]=[CH:7][C:2]([NH:1][C:17](=[O:18])[O:19][CH2:20][C:21]([Cl:24])([Cl:23])[Cl:22])=[CH:3][CH:4]=1. Procedure details: To a solution of 5-amino-2-methoxypyridine (1.00 g, 8.06 mmol) and pyridine (1.96 ml, 24.2 mmol) in tetrahydrofuran (20 ml) was added 2,2,2-trichloroethyl chloroformate (1.67 ml, 12.1 mmol) with ice-cooling, the mixture was stirred for 30 minutes with ice-cooling, the reaction mixture was poured into ice-water and the mixture was extracted with ethyl acetate. The extract was washed with water and dried over anhydrous magnesium sulfate and the solvent was distilled off under reduced pressure. The... Reactants: C([O-])([O-])=O.[K+].[K+] (potassium carbonate), ClC1=C(C=CC(=C1)Cl)NC1=NC2=C(N1CCCO)C(=CC=C2)C(=O)OC (Methyl 2-[(2,4-dichlorophenyl)amino]-1-(3-hydroxypropyl)-1H-benzimidazole-7-carboxylate), CS(=O)(=O)Cl (methanesulfonyl chloride). Run in CN(C=O)C (N,N-dimethylformamide), O (water), O1CCCC1 (tetrahydrofuran), C(C)N(CC)CC (triethylamine), C(O)([O-])=O.[Na+] (sodium hydrogen carbonate). Conditions: temperature 0 celsius, time 2 hour. Yields the product ClC1=C(C=CC(=C1)Cl)N1CCCN2C1=NC=1C2=C(C=CC1)C(=O)OC (Methyl 1-(2,4-dichlorophenyl)-1,2,3,4-tetrahydropyrimido[1,2-a]benzimidazole-6-carboxylate). Yield: 72.7%. As a reaction SMILES: [Cl:1][C:2]1[CH:7]=[C:6]([Cl:8])[CH:5]=[CH:4][C:3]=1[NH:9][C:10]1[N:14]([CH2:15][CH2:16][CH2:17]O)[C:13]2[C:19]([C:23]([O:25][CH3:26])=[O:24])=[CH:20][CH:21]=[CH:22][C:12]=2[N:11]=1.CS(Cl)(=O)=O.C(=O)([O-])[O-].[K+].[K+]>O1CCCC1.C(N(CC)CC)C.C(=O)([O-])O.[Na+].CN(C)C=O.O>[Cl:1][C:2]1[CH:7]=[C:6]([Cl:8])[CH:5]=[CH:4][C:3]=1[N:9]1[C:10]2=[N:11][C:12]3[C:13](=[C:19]([C:23]([O:25][CH3:26])=[O:24])[CH:20]=[CH:21][CH:22]=3)[N:14]2[CH2:15][CH2:16][CH2:17]1 |f:2.3.4,7.8|. Procedure details: To a solution of methyl 2-[(2,4-dichlorophenyl)amino]-1-(3-hydroxypropyl)-1H-benzimidazole-7-carboxylate (Reference Example 103; 72.0 g, 0.183 mol) in tetrahydrofuran (800 mL) and triethylamine (127 mL) was added methanesulfonyl chloride (42.5 mL, 0.731 mol) at 0° C. The mixture was stirred at 0° C. for 2 hr, and diluted with aqueous sodium hydrogen carbonate and extracted with ethyl acetate. The combined organic layer was washed with brine, dried over anhydrous magnesium sulfate, filtered, and ... Starting materials: O1CCOCC1 (1,4-dioxane), BrC1=C(C=CC(=C1)OC)F (2-bromo-1-fluoro-4-methoxybenzene), FC=1C=C(C=C(C1)C=O)B(O)O (3-fluoro-5-formylphenylboronic acid), C([O-])([O-])=O.[K+].[K+] (potassium carbonate). The reagents and catalysts are C=1C=CC(=CC1)[P](C=2C=CC=CC2)(C=3C=CC=CC3)[Pd]([P](C=4C=CC=CC4)(C=5C=CC=CC5)C=6C=CC=CC6)([P](C=7C=CC=CC7)(C=8C=CC=CC8)C=9C=CC=CC9)[P](C=1C=CC=CC1)(C=1C=CC=CC1)C=1C=CC=CC1 (tetrakis(triphenylphosphine)palladium). The solvent is O (water), O (water). Reaction conditions: temperature 90 celsius. Yields the product FC1=C(C=C(C=C1)OC)C1=CC(=CC(=C1)F)C=O (2′,5-difluoro-5′-methoxy-[1,1′-biphenyl]-3-carbaldehyde). Yield: 28.6%. As a reaction SMILES: Br[C:2]1[CH:7]=[C:6]([O:8][CH3:9])[CH:5]=[CH:4][C:3]=1[F:10].[F:11][C:12]1[CH:13]=[C:14](B(O)O)[CH:15]=[C:16]([CH:18]=[O:19])[CH:17]=1.C(=O)([O-])[O-].[K+].[K+].O1CCOCC1>O.C1C=CC([P]([Pd]([P](C2C=CC=CC=2)(C2C=CC=CC=2)C2C=CC=CC=2)([P](C2C=CC=CC=2)(C2C=CC=CC=2)C2C=CC=CC=2)[P](C2C=CC=CC=2)(C2C=CC=CC=2)C2C=CC=CC=2)(C2C=CC=CC=2)C2C=CC=CC=2)=CC=1>[F:10][C:3]1[CH:4]=[CH:5][C:6]([O:8][CH3:9])=[CH:7][C:2]=1[C:14]1[CH:13]=[C:12]([F:11])[CH:17]=[C:16]([CH:18]=[O:19])[CH:15]=1 |f:2.3.4,^1:39,41,60,79|. Reported procedure: To a RBF was added 2-bromo-1-fluoro-4-methoxybenzene (1.850 mL, 9.02 mmol, Oakwood), 3-fluoro-5-formylphenylboronic acid (1667 mg, 9.93 mmol, Combi-blocks), tetrakis(triphenylphosphine)palladium (521 mg, 0.451 mmol) and potassium carbonate (3741 mg, 27.1 mmol). A condenser and septum was attached and 1,4-dioxane (24.100 mL) and water (6.03 mL) were added. The mixture was heated at 90° C. for 2 h, at which time the reaction mixture was diluted with water (50 mL) and extracted with EtOAc (2×50 mL)...